This data is from the Open Reaction Database (ORD), a public repository of structured organic reaction records. The task is: describe an organic reaction: reactants, conditions, products, and yield Reactants: O=C([O-])O, CCCC[N+](CCCC)(CCCC)CCCC, CNC, CN(C)C=O, CCOC(C)=O, N#Cc1cnc2cc3c(cc2c1Nc1ccc(F)c(Cl)c1)N(C(=O)CCCC(=O)CCCCl)CCO3, [I-], [I-], [Na+], [Na+], C1CCOC1. Product: CN(C)CCCC(=O)N1CCOc2cc3ncc(C#N)c(Nc4ccc(F)c(Cl)c4)c3cc21. Reaction SMILES: [C:47](=[O:48])([OH:49])[O-:50].[CH2:58]([N+:59]([CH2:60][CH2:61][CH2:62][CH3:63])([CH2:64][CH2:65][CH2:66][CH3:67])[CH2:68][CH2:69][CH2:70][CH3:71])[CH2:72][CH2:73][CH3:74].[CH3:39][NH:40][CH3:41].[CH3:52][N:53]([CH3:54])[CH:55]=[O:56].[CH3:75][CH2:76][O:77][C:78](=[O:79])[CH3:80].[Cl:1][c:2]1[cH:3][c:4]([NH:5][c:6]2[c:7]([C:31]#[N:32])[cH:8][n:9][c:10]3[cH:11][c:12]4[c:13]([cH:14][c:15]23)[N:16]([C:20]([CH2:21][CH2:22][CH2:23][C:24](=[O:25])[CH2:26][CH2:27][CH2:28][Cl:29])=[O:30])[CH2:17][CH2:18][O:19]4)[cH:33][cH:34][c:35]1[F:36].[I-:38].[I-:57].[Na+:37].[Na+:51].[O:42]1[CH2:43][CH2:44][CH2:45][CH2:46]1>>[Cl:1][c:2]1[cH:3][c:4]([NH:5][c:6]2[c:7]([C:31]#[N:32])[cH:8][n:9][c:10]3[cH:11][c:12]4[c:13]([cH:14][c:15]23)[N:16]([C:20]([CH2:21][CH2:22][CH2:23][N:40]([CH3:39])[CH3:41])=[O:30])[CH2:17][CH2:18][O:19]4)[cH:33][cH:34][c:35]1[F:36]. Starting materials: [NH4+].[OH-] (NH4OH), C1=NCCC2=CC=CC=C12 (3,4-dihydroisoquinoline), C(C)N(C(C1=C(N=CC=C1)C)=O)CC (2-methylnicotinic acid diethylamide), Cl (hydrochloric acid), C(CCC)[Li] (n-butyllithium), C(C)(C)NC(C)C (Diisopropylamine). Run in O1CCCC1 (tetrahydrofuran), O (water), O1CCCC1 (tetrahydrofuran). Conditions: temperature -20 celsius, time 8 hour. The product is Cl.C1=CC=CC=2CCN3C(C=4C=CC=NC4CC3C12)=O ((±)-5,6,13,13a-tetrahydroisoquino[2,1-g][1,6]naphthyridine-8-one hydrochloride). As a reaction SMILES: C(NC(C)C)(C)C.C([Li])CCC.[CH:13]1[C:22]2[C:17](=[CH:18][CH:19]=[CH:20][CH:21]=2)[CH2:16][CH2:15][N:14]=1.C(N(CC)[C:26](=[O:34])[C:27]1[CH:32]=[CH:31][CH:30]=[N:29][C:28]=1[CH3:33])C.[ClH:37].[NH4+].[OH-]>O1CCCC1.O>[ClH:37].[CH:21]1[C:22]2[CH:13]3[N:14]([C:26](=[O:34])[C:27]4[CH:32]=[CH:31][CH:30]=[N:29][C:28]=4[CH2:33]3)[CH2:15][CH2:16][C:17]=2[CH:18]=[CH:19][CH:20]=1 |f:5.6,9.10|. Reported procedure: Diisopropylamine (28 ml) and 150 ml of tetrahydrofuran were cooled to -65° C. and 125 mL of 1.6M n-butyllithium was added. To the resulting solution was added a solution of 16.2 g of 3,4-dihydroisoquinoline and 38.4 g of 2-methylnicotinic acid diethylamide in tetrahydrofuran. The mixture was allowed to warm to -20° C. and 600 ml of 3N hydrochloric acid was then added followed by 200 ml of water. The mixture was basified with NH4OH and extracted twice with ether. The ether extracts were combined,... The reactants are [Al+3], ClCCl, Cc1ccc(C2CC(=O)OC2=O)s1, [Cl-], [Cl-], [Cl-]. Product: Cc1cc2c(s1)C(C(=O)O)CC2=O. As a reaction SMILES: [Al+3:15].[CH2:18]([Cl:19])[Cl:20].[CH3:1][c:2]1[cH:3][cH:4][c:5]([CH:7]2[C:8](=[O:9])[O:10][C:11](=[O:13])[CH2:12]2)[s:6]1.[Cl-:14].[Cl-:16].[Cl-:17]>>[CH3:1][c:2]1[cH:3][c:4]2[c:5]([s:6]1)[CH:7]([C:8](=[O:9])[OH:10])[CH2:12][C:11]2=[O:13]. Starting materials: CC1(CCCC(N1[O])(C)C)C (2,2,6,6-tetramethylpiperidine 1-oxyl), O1C=CC=2C1=CN=C(C2)C(C)O (1-(Furo[2,3-c]pyridin-5-yl)ethanol), C1(=O)N(C(=O)N(C(=O)N1Cl)Cl)Cl (1,3,5-trichloro-2,4,6-triazinetrione). The solvent is CC(=O)C (acetone). Reaction conditions: time 30 minute. Product: O1C=CC=2C1=CN=C(C2)C(C)=O (1-(furo[2,3-c]pyridin-5-yl)ethanone). The yield is 33.7%. Reaction SMILES: [O:1]1[C:5]2=[CH:6][N:7]=[C:8]([CH:10]([OH:12])[CH3:11])[CH:9]=[C:4]2[CH:3]=[CH:2]1.CC1(C)N([O])C(C)(C)CCC1.C1(N(Cl)C(=O)N(Cl)C(=O)N1Cl)=O>CC(C)=O>[O:1]1[C:5]2=[CH:6][N:7]=[C:8]([C:10](=[O:12])[CH3:11])[CH:9]=[C:4]2[CH:3]=[CH:2]1 |^1:16|. Reported procedure: 1-(Furo[2,3-c]pyridin-5-yl)ethanol (356 mg, 2.19 mmol) was dissolved in acetone (11 mL), and added 2,2,6,6-tetramethylpiperidine 1-oxyl (34 mg, 220 μmol) at room temperature. Then, the reaction solution was added 1,3,5-trichloro-2,4,6-triazinetrione (560 mg, 2.41 mmol), and stirred at the same temperature for 30 minutes. The reaction solution was concentrated in vacuo, added water and a saturated aqueous solution of sodium hydrogen carbonate under ice-cold conditions, and extracted with ethyl ac... Product: CCOC(=O)C(=O)c1ccc(C)cc1. The reactants are [Br-], CCOC(=O)C(=O)OCC, Cl, C1CCOC1, Cc1ccc([Mg+])cc1. RXN SMILES: [Br-:1].[C:10]([C:11](=[O:12])[O:13][CH2:14][CH3:15])(=[O:16])[O:17][CH2:18][CH3:19].[ClH:20].[O:21]1[CH2:22][CH2:23][CH2:24][CH2:25]1.[c:2]1([CH3:9])[cH:3][cH:4][c:5]([Mg+:8])[cH:6][cH:7]1>>[c:2]1([CH3:9])[cH:3][cH:4][c:5]([C:10]([C:11](=[O:12])[O:13][CH2:14][CH3:15])=[O:16])[cH:6][cH:7]1. Starting materials: COc1cc(CCNC(=O)C(NC(=O)OC(C)(C)C)C(C)C)ccc1OCC#Cc1ccc(Cl)cc1, OCCSCCSCCO. Product: COc1cc(CCNC(=O)C(NC(=O)OC(C)(C)C)C(C)C)ccc1OCC=Cc1ccc(Cl)cc1. As a reaction SMILES: [C:1]([CH3:2])([CH3:3])([CH3:4])[O:5][C:6]([NH:7][CH:8]([CH:9]([CH3:10])[CH3:11])[C:12]([NH:13][CH2:14][CH2:15][c:16]1[cH:17][c:18]([O:33][CH3:34])[c:19]([O:22][CH2:23][C:24]#[C:25][c:26]2[cH:27][cH:28][c:29]([Cl:32])[cH:30][cH:31]2)[cH:20][cH:21]1)=[O:35])=[O:36].[CH2:37]([OH:38])[CH2:39][S:40][CH2:41][CH2:42][S:43][CH2:44][CH2:45][OH:46]>>[C:1]([CH3:2])([CH3:3])([CH3:4])[O:5][C:6]([NH:7][CH:8]([CH:9]([CH3:10])[CH3:11])[C:12]([NH:13][CH2:14][CH2:15][c:16]1[cH:17][c:18]([O:33][CH3:34])[c:19]([O:22][CH2:23][CH:24]=[CH:25][c:26]2[cH:27][cH:28][c:29]([Cl:32])[cH:30][cH:31]2)[cH:20][cH:21]1)=[O:35])=[O:36]. Starting materials: CC(C)=O, ClCCN1CCCC1, Cl, [K+], [K+], CSc1nc(-c2cccc(O)c2)c2c(N)c(C(=O)NC(C)(C)C)ccc2n1, O=C([O-])[O-]. The product is CSc1nc(-c2cccc(OCCN3CCCC3)c2)c2c(N)c(C(=O)NC(C)(C)C)ccc2n1. Reaction SMILES: [CH3:43][C:44](=[O:45])[CH3:46].[Cl:8][CH2:9][CH2:10][N:11]1[CH2:12][CH2:13][CH2:14][CH2:15]1.[ClH:7].[K+:1].[K+:2].[NH2:16][c:17]1[c:18]2[c:19](-[c:36]3[cH:37][c:38]([OH:42])[cH:39][cH:40][cH:41]3)[n:20][c:21]([S:34][CH3:35])[n:22][c:23]2[cH:24][cH:25][c:26]1[C:27](=[O:28])[NH:29][C:30]([CH3:31])([CH3:32])[CH3:33].[O-:3][C:4]([O-:5])=[O:6]>>[CH2:9]([CH2:10][N:11]1[CH2:12][CH2:13][CH2:14][CH2:15]1)[O:42][c:38]1[cH:37][c:36](-[c:19]2[c:18]3[c:17]([NH2:16])[c:26]([C:27](=[O:28])[NH:29][C:30]([CH3:31])([CH3:32])[CH3:33])[cH:25][cH:24][c:23]3[n:22][c:21]([S:34][CH3:35])[n:20]2)[cH:41][cH:40][cH:39]1.